Dataset: the Open Reaction Database (ORD), a public repository of structured organic reaction records. Task: describe an organic reaction: reactants, conditions, products, and yield Starting materials: CN(C(=N)N(C)C)C (1,1,3,3-tetramethylguanidine), MoO3, I (hydroiodic acid). The solvent is O (water). Product: [I-].CN(C(=N)N(C)C)C (1,1,3,3-tetramethylguanidine iodide), 1,1,3,3-tetramethylguanidine molybdate. Reaction SMILES: [CH3:1][N:2]([CH3:8])[C:3]([N:5]([CH3:7])[CH3:6])=[NH:4].[IH:9]>O>[I-:9].[CH3:1][N:2]([CH3:8])[C:3]([N:5]([CH3:7])[CH3:6])=[NH:4] |f:3.4|. Procedure details: 1,1,3,3-tetramethylguanidine (1.21 g, 10.5 mmol) was dissolved in water (32.8 g). MoO3 (0.225 g, 1.58 mmol) and hydroiodic acid (1.65 g, 7.35 mmol, 57 wt % solution in water) were slowly added to this solution. This yielded a solution of 1,1,3,3-tetramethylguanidine iodide and 1,1,3,3-tetramethylguanidine molybdate with concentrations of 0.22M and 0.094M, respectively. Reactants: C(\C=C\C(=O)O)(=O)O.CC(=CCCN1CCC(CC1)NC(C(O)(C1=CC=C(C=C1)F)C1CCCC1)=O)C (N-[1-(4-Methyl-3-pentenyl)piperidin-4-yl]-2-cyclopentyl-2-(4-fluorophenyl)-2-hydroxyacetamide fumarate), Cl.Cl.NC1CCN(CC1)CC1CCCCCC1 (4-amino-1-(cycloheptylmethyl)piperidine dihydrochloride). Product: C1(CCCCCC1)CN1CCC(CC1)NC(C(O)(C1=CC=C(C=C1)F)C1CCCC1)=O (N-[1-(Cycloheptylmethyl)piperidin-4-yl]-2-cyclopentyl-2-(4-fluorophenyl)-2-hydroxyacetamide). RXN SMILES: C(O)(=O)/C=C/C(O)=O.CC(C)=CCC[N:14]1[CH2:19][CH2:18][CH:17]([NH:20][C:21](=[O:36])[C:22]([CH:31]2[CH2:35][CH2:34][CH2:33][CH2:32]2)([C:24]2[CH:29]=[CH:28][C:27]([F:30])=[CH:26][CH:25]=2)[OH:23])[CH2:16][CH2:15]1.Cl.Cl.NC1CCN([CH2:47][CH:48]2[CH2:54][CH2:53][CH2:52][CH2:51][CH2:50][CH2:49]2)CC1>>[CH:48]1([CH2:47][N:14]2[CH2:19][CH2:18][CH:17]([NH:20][C:21](=[O:36])[C:22]([CH:31]3[CH2:35][CH2:34][CH2:33][CH2:32]3)([C:24]3[CH:25]=[CH:26][C:27]([F:30])=[CH:28][CH:29]=3)[OH:23])[CH2:16][CH2:15]2)[CH2:54][CH2:53][CH2:52][CH2:51][CH2:50][CH2:49]1 |f:0.1,2.3.4|. Reported procedure: The title compound was prepared in the same manner as described in Step 4 of Example 22 using 2-cyclopentyl-2-(4-fluorophenyl)-2-hydroxyacetic acid obtained in Example 55 and 4-amino-1-(cycloheptylmethyl)piperidine dihydrochloride. The reactants are P12(=S)SP3(=S)SP(=S)(S1)SP(=S)(S2)S3 (phosphorus pentasulfide), C(C)OC(COC1=C(C=CC(=C1)F)C(NCC1=CC(=CC=C1)[N+](=O)[O-])=O)=O ([5-fluoro-2-(3-nitro-benzylcarbamoyl)-phenoxy]-acetic acid ethyl ester). Solvent: N1=CC=CC=C1 (pyridine), O (water), C(C)(=O)OCC (ethyl acetate). Reaction conditions: temperature 115 celsius. Product: C(C)OC(COC1=C(C=CC(=C1)F)C(NCC1=CC(=CC=C1)[N+](=O)[O-])=S)=O ([5-fluoro-2-(3-nitro-benzylthiocarbamoyl)-phenoxy]-acetic acid ethyl ester). The yield is 176.8%. Reaction SMILES: P12(SP3(SP(SP(S3)(S1)=S)(=S)S2)=S)=[S:2].[CH2:15]([O:17][C:18](=[O:41])[CH2:19][O:20][C:21]1[CH:26]=[C:25]([F:27])[CH:24]=[CH:23][C:22]=1[C:28](=O)[NH:29][CH2:30][C:31]1[CH:36]=[CH:35][CH:34]=[C:33]([N+:37]([O-:39])=[O:38])[CH:32]=1)[CH3:16]>N1C=CC=CC=1.O.C(OCC)(=O)C>[CH2:15]([O:17][C:18](=[O:41])[CH2:19][O:20][C:21]1[CH:26]=[C:25]([F:27])[CH:24]=[CH:23][C:22]=1[C:28](=[S:2])[NH:29][CH2:30][C:31]1[CH:36]=[CH:35][CH:34]=[C:33]([N+:37]([O-:39])=[O:38])[CH:32]=1)[CH3:16]. Procedure: In a flame dried flask under a nitrogen atmosphere, a suspension of phosphorus pentasulfide (0.77 g, 1.73 mmol) in pyridine (6.9 mL) was treated with [5-fluoro-2-(3-nitro-benzylcarbamoyl)-phenoxy]-acetic acid ethyl ester (Example 27, 1.3 g, 3.45 mmol) and heated to 115° C. for 4 h. After cooling to room temperature, the mixture was diluted with water and ethyl acetate. The organic layer was washed successively with 2 N HCl and saturated NaCl, dried over MgSO4, and concentrated. The dark orange s... The reactants are C1(=CC=CC=C1)C (toluene), Mono-, di- or tri-phenylacetic acids, C1CCC2=NCCCN2CC1 (DBU). The product is C1(=CC=CC=C1)CC1=CC=CC=C1 (diphenylmethane), C1(=CC=CC=C1)C(C1=CC=CC=C1)C1=CC=CC=C1 (triphenylmethane). Reaction SMILES: [CH2:1]1[CH2:11][CH2:10]N2[C:4](=NCCC2)[CH2:3][CH2:2]1.[C:12]1([CH3:18])[CH:17]=[CH:16][CH:15]=[CH:14][CH:13]=1>>[C:12]1([CH2:18][C:4]2[CH:3]=[CH:2][CH:1]=[CH:11][CH:10]=2)[CH:17]=[CH:16][CH:15]=[CH:14][CH:13]=1.[C:12]1([CH:18]([C:4]2[CH:3]=[CH:2][CH:1]=[CH:11][CH:10]=2)[C:1]2[CH:11]=[CH:10][CH:4]=[CH:3][CH:2]=2)[CH:17]=[CH:16][CH:15]=[CH:14][CH:13]=1. Procedure: Mono-, di- or tri-phenylacetic acids were reacted with 1.5 molar equivalents of DBU to produce the corresponding toluene, diphenylmethane or triphenylmethane in yields of 80, 100 and 100% respectively. All reactions were carried out over a period of 2 to 3 hrs. using 240° C., 90° C. and 40° C., respectively, as the average reaction temperature.